Dataset: the Open Reaction Database (ORD), a public repository of structured organic reaction records. Task: describe an organic reaction: reactants, conditions, products, and yield Starting materials: ClC1=NSC(=C1CO)C1=CC=C(C=C1)Cl ((3-chloro-5-(4-chlorophenyl)isothiazol-4-yl)methanol), FC1=C(C=CC(=C1F)O)/C=C/C(=O)OCC ((E)-ethyl 3-(2,3-difluoro-4-hydroxyphenyl)acrylate). Product: ClC1=NSC(=C1COC1=C(C(=C(C=C1)/C=C/C(=O)O)F)F)C1=CC=C(C=C1)Cl ((E)-3-(4-((3-chloro-5-(4-chlorophenyl)isothiazol-4-yl)methoxy)-2,3-difluorophenyl)acrylic acid). As a reaction SMILES: [Cl:1][C:2]1[C:6]([CH2:7][OH:8])=[C:5]([C:9]2[CH:14]=[CH:13][C:12]([Cl:15])=[CH:11][CH:10]=2)[S:4][N:3]=1.[F:16][C:17]1[C:22]([F:23])=[C:21](O)[CH:20]=[CH:19][C:18]=1/[CH:25]=[CH:26]/[C:27]([O:29]CC)=[O:28]>>[Cl:1][C:2]1[C:6]([CH2:7][O:8][C:21]2[CH:20]=[CH:19][C:18](/[CH:25]=[CH:26]/[C:27]([OH:29])=[O:28])=[C:17]([F:16])[C:22]=2[F:23])=[C:5]([C:9]2[CH:14]=[CH:13][C:12]([Cl:15])=[CH:11][CH:10]=2)[S:4][N:3]=1. Procedure details: The title compound was prepared according to the procedure described in Example 135 following Step 8 and 9 by coupling of (3-chloro-5-(4-chlorophenyl)isothiazol-4-yl)methanol and (E)-ethyl 3-(2,3-difluoro-4-hydroxyphenyl)acrylate then hydrolysis to afford the desired product as an off-white solid. 1H NMR (400 MHz, CDCl3) δ 7.81 (d, J=12.5 Hz, 1H), 7.48 (s, 2H), 7.28 (s, 2H), 6.52 (d, J=11.5 Hz, 1H), 5.04 (s, 2H). The reactants are [H-].[Al+3].[Li+].[H-].[H-].[H-] (lithium aluminum hydride), CC(C)(C)C=1C=C(C=C(C1O)C)CCC(=O)OCC (ethyl 3-[3-(1,1-dimethylethyl)-4-hydroxy-5-methylphenyl]propionate). The solvent is O1CCCC1 (tetrahydrofuran), O1CCCC1 (tetrahydrofuran). The product is CC(C)(C)C=1C=C(C=C(C1O)C)CCCO (3-[3-(1,1-dimethylethyl)-4-hydroxy-5-methylphenyl]propanol). Yield: 59.5%. As a reaction SMILES: [H-].[Al+3].[Li+].[H-].[H-].[H-].[CH3:7][C:8]([C:11]1[CH:12]=[C:13]([CH2:19][CH2:20][C:21](OCC)=[O:22])[CH:14]=[C:15]([CH3:18])[C:16]=1[OH:17])([CH3:10])[CH3:9]>O1CCCC1>[CH3:10][C:8]([C:11]1[CH:12]=[C:13]([CH2:19][CH2:20][CH2:21][OH:22])[CH:14]=[C:15]([CH3:18])[C:16]=1[OH:17])([CH3:7])[CH3:9] |f:0.1.2.3.4.5|. Reported procedure: To a suspension lithium aluminum hydride (15.2 g) in tetrahydrofuran (500 mL) is added over a period of 60 minutes ethyl 3-[3-(1,1-dimethylethyl)-4-hydroxy-5-methylphenyl]propionate (80.0 g) in tetrahydrofuran (100 mL). The mixture is heated at reflux for 2 hours and then quenched by the sequential addition of water (17 mL), 10% aqueous sodium hydroxide (17 mL) and water (51 mL). The resulting suspension is washed with tetrahydrofuran and the filtrate is concentrated to give 40 g of crude 3-[3-(... Reactants: ClCCl, COCCc1ccc(Cl)c(CO)c1. The product is COCCc1ccc(Cl)c(C=O)c1. RXN SMILES: [Cl:14][CH2:15][Cl:16].[Cl:1][c:2]1[c:3]([CH2:12][OH:13])[cH:4][c:5]([CH2:8][CH2:9][O:10][CH3:11])[cH:6][cH:7]1>>[Cl:1][c:2]1[c:3]([CH:12]=[O:13])[cH:4][c:5]([CH2:8][CH2:9][O:10][CH3:11])[cH:6][cH:7]1. Starting materials: N1(CCNCC1)N1C(CCCC1)=O (1-(piperazin-1-yl)piperidin-2-one), ClC=1C=C2C=CC(=CC2=CC1)S(=O)(=O)C[C@H](C(=O)O)O ((2S)-3-[(6-chloronaphthalen-2-yl)sulfony]-2-hydroxypropionic acid), C=1C=CC2=C(C1)N=NN2O (HOBt), CCN=C=NCCCN(C)C (WSC). Solvent: CN(C)C=O (DMF), C(C)N(CC)CC (triethylamine). Reaction conditions: time 15 hour. The product is ClC=1C=C2C=CC(=CC2=CC1)S(=O)(=O)C[C@H](C(=O)N1CCN(CC1)N1C(CCCC1)=O)O (1-(4-{(2S)-3-[(6-Chloronaphthalen-2-yl)sulfonyl]-2-hydroxypropanoyl}piperazin-1-yl)piperidin-2-one). Isolated yield 27.8%. Reaction SMILES: [N:1]1([N:7]2[CH2:12][CH2:11][CH2:10][CH2:9][C:8]2=[O:13])[CH2:6][CH2:5][NH:4][CH2:3][CH2:2]1.[Cl:14][C:15]1[CH:16]=[C:17]2[C:22](=[CH:23][CH:24]=1)[CH:21]=[C:20]([S:25]([CH2:28][C@@H:29]([OH:33])[C:30](O)=[O:31])(=[O:27])=[O:26])[CH:19]=[CH:18]2.C1C=CC2N(O)N=NC=2C=1.CCN=C=NCCCN(C)C>CN(C=O)C.C(N(CC)CC)C>[Cl:14][C:15]1[CH:16]=[C:17]2[C:22](=[CH:23][CH:24]=1)[CH:21]=[C:20]([S:25]([CH2:28][C@@H:29]([OH:33])[C:30]([N:4]1[CH2:3][CH2:2][N:1]([N:7]3[CH2:12][CH2:11][CH2:10][CH2:9][C:8]3=[O:13])[CH2:6][CH2:5]1)=[O:31])(=[O:26])=[O:27])[CH:19]=[CH:18]2. Reported procedure: 1-(piperazin-1-yl)piperidin-2-one (0.44 g) obtained in Example 8b), (2S)-3-[(6-chloronaphthalen-2-yl)sulfony]-2-hydroxypropionic acid (0.76 g), HOBt (0.37 g) and triethylamine (0.34 mL) were dissolved in DMF (10 mL), WSC (0.46 g) was added thereto, and the mixture was stirred at room temperature for 15 hours. The reaction mixture was concentrated under reduced pressure, and the residue was diluted with an aqueous sodium bicarbonate solution, and extracted with dichloromethane. The extract was wa... Reactants: COC(=O)c1cccc2oc(N3C(C)CN(C(=O)N4CCCCC4)CC3C)nc12, [I-], [Li+], c1ccncc1. Yields the product CC1CN(C(=O)N2CCCCC2)CC(C)N1c1nc2c(C(=O)O)cccc2o1. RXN SMILES: [CH3:1][CH:2]1[N:3]([c:17]2[o:18][c:19]3[c:20]([n:21]2)[c:22]([C:26](=[O:27])[O:28][CH3:29])[cH:23][cH:24][cH:25]3)[CH:4]([CH3:16])[CH2:5][N:6]([C:8](=[O:9])[N:10]2[CH2:11][CH2:12][CH2:13][CH2:14][CH2:15]2)[CH2:7]1.[I-:30].[Li+:31].[cH:32]1[cH:33][cH:34][n:35][cH:36][cH:37]1>>[CH3:1][CH:2]1[N:3]([c:17]2[o:18][c:19]3[c:20]([n:21]2)[c:22]([C:26](=[O:27])[OH:28])[cH:23][cH:24][cH:25]3)[CH:4]([CH3:16])[CH2:5][N:6]([C:8](=[O:9])[N:10]2[CH2:11][CH2:12][CH2:13][CH2:14][CH2:15]2)[CH2:7]1. Reactants: C(C)OC(/C(=C/C1=CC=C(C=2C=COC21)OCC2=CC=CC=C2)/OCC)=O (3-(4-benzyloxy-benzofuran-7-yl)-2Z-ethoxy-acrylic acid ethyl ester). Reagents/catalysts: [Pd] (palladium on charcoal). Run in CO (methanol). Yields the product C(C)OC(C(CC1=CC=C(C=2CCOC21)O)OCC)=O ([rac]-2-Ethoxy-3-(4-hydroxy-2,3-dihydro-benzofuran-7-yl)-propionic acid ethyl ester). Isolated yield 74.8%. RXN SMILES: [CH2:1]([O:3][C:4](=[O:27])/[C:5](/[O:24][CH2:25][CH3:26])=[CH:6]/[C:7]1[C:15]2[O:14][CH:13]=[CH:12][C:11]=2[C:10]([O:16]CC2C=CC=CC=2)=[CH:9][CH:8]=1)[CH3:2]>CO.[Pd]>[CH2:1]([O:3][C:4](=[O:27])[CH:5]([O:24][CH2:25][CH3:26])[CH2:6][C:7]1[C:15]2[O:14][CH2:13][CH2:12][C:11]=2[C:10]([OH:16])=[CH:9][CH:8]=1)[CH3:2]. Reported procedure: A solution of 3-(4-benzyloxy-benzofuran-7-yl)-2Z-ethoxy-acrylic acid ethyl ester (420 mg, 1.15 mmol) (example 120 c]) in methanol (17 ml) was hydrogenated over 10% palladium on charcoal (100 mg) at ambient temperature for 20 h. The catalyst was filtered off, the solvent evaporated under reduced pressure and the residue chromatographed (silica gel, hexane/AcOEt=4/1) to give 240 mg (0.86 mmol, 75%) of the title compound as colorless liquid. Starting materials: COC(C)(C)C, NCCc1ccccc1, OCCCCCCCCCl, [I-], [Na+], [Na+], [Na+], O=C([O-])[O-]. Product: OCCCCCCCCNCCc1ccccc1. Reaction SMILES: [C:28]([O:29][CH3:30])([CH3:31])([CH3:32])[CH3:33].[CH2:1]([c:2]1[cH:3][cH:4][cH:5][cH:6][cH:7]1)[CH2:8][NH2:9].[Cl:18][CH2:19][CH2:20][CH2:21][CH2:22][CH2:23][CH2:24][CH2:25][CH2:26][OH:27].[I-:17].[Na+:10].[Na+:11].[Na+:16].[O-:12][C:13](=[O:14])[O-:15]>>[CH2:1]([c:2]1[cH:3][cH:4][cH:5][cH:6][cH:7]1)[CH2:8][NH:9][CH2:19][CH2:20][CH2:21][CH2:22][CH2:23][CH2:24][CH2:25][CH2:26][OH:27]. The reactants are [Br-], C1CCOC1, CCCC[Mg+], O=Cc1ccco1, [Cl-], [NH4+]. The product is CCCCC(O)c1ccco1. As a reaction SMILES: [Br-:8].[CH2:16]1[O:17][CH2:18][CH2:19][CH2:20]1.[CH2:9]([CH2:10][CH2:11][CH3:12])[Mg+:13].[CH:1]([c:2]1[cH:3][cH:4][cH:5][o:6]1)=[O:7].[Cl-:14].[NH4+:15]>>[CH:1]([c:2]1[cH:3][cH:4][cH:5][o:6]1)([OH:7])[CH2:9][CH2:10][CH2:11][CH3:12]. Reactants: BrCC1=CC=C(C=C1)[N+](=O)[O-] (1-(bromomethyl)-4-nitrobenzene), C1(C=2C(C(N1)=O)=CC=CC2)=O.[K].CN(C=O)C (dimethylformamide potassium phthalimide). The product is [N+](=O)([O-])C1=CC=C(CN2C(C3=CC=CC=C3C2=O)=O)C=C1 (2-(4-nitrobenzyl)isoindoline-1,3-dione). Isolated yield 120.9%. As a reaction SMILES: Br[CH2:2][C:3]1[CH:8]=[CH:7][C:6]([N+:9]([O-:11])=[O:10])=[CH:5][CH:4]=1.[C:12]1(=[O:22])[NH:16][C:15](=[O:17])[C:14]2=[CH:18][CH:19]=[CH:20][CH:21]=[C:13]12.[K].CN(C)C=O>>[N+:9]([C:6]1[CH:7]=[CH:8][C:3]([CH2:2][N:16]2[C:12](=[O:22])[C:13]3[C:14](=[CH:18][CH:19]=[CH:20][CH:21]=3)[C:15]2=[O:17])=[CH:4][CH:5]=1)([O-:11])=[O:10] |f:1.2.3,^1:22|. Procedure: To a solution of 1-(bromomethyl)-4-nitrobenzene (1.1 g, 4.69 mmol) in dimethylformamide potassium phthalimide (1.9 g, 10.314 mmol) was added. The mixture was reacted for overnight, extracted with ethyl acetate and washed with brine (3×20 mL). Drying over magnesium sulfate, evaporation of the ethyl acetate and purification by column chromatography gave 2-(4-nitrobenzyl)isoindoline-1,3-dione (1.6 g, 99%).